From a dataset of the Open Reaction Database (ORD), a public repository of structured organic reaction records. describe an organic reaction: reactants, conditions, products, and yield Reactants: FC=1C=C(C=CC1)C#CC1=CC=C2C(N3C(=NC2=C1)CC/C(/CC3)=C/OC)=O ((Z)-3-((3-fluorophenyl)ethynyl)-8-(methoxymethylene)-7,8,9,10-tetrahydroazepino[2,1-b]quinazolin-12(6H)-one), Cl (HCl). Solvent: C1CCOC1 (THF). Product: FC=1C=C(C=CC1)C#CC1=CC=C2C(N3C(=NC2=C1)CCC(CC3)C=O)=O (3-((3-fluorophenyl)ethynyl)-12-oxo-6,7,8,9,10,12-hexahydroazepino[2,1-b]quinazoline-8-carbaldehyde). As a reaction SMILES: [F:1][C:2]1[CH:3]=[C:4]([C:8]#[C:9][C:10]2[CH:19]=[C:18]3[C:13]([C:14](=[O:28])[N:15]4[CH2:24][CH2:23]/[C:22](=[CH:25]\[O:26]C)/[CH2:21][CH2:20][C:16]4=[N:17]3)=[CH:12][CH:11]=2)[CH:5]=[CH:6][CH:7]=1.Cl>C1COCC1>[F:1][C:2]1[CH:3]=[C:4]([C:8]#[C:9][C:10]2[CH:19]=[C:18]3[C:13]([C:14](=[O:28])[N:15]4[CH2:24][CH2:23][CH:22]([CH:25]=[O:26])[CH2:21][CH2:20][C:16]4=[N:17]3)=[CH:12][CH:11]=2)[CH:5]=[CH:6][CH:7]=1. Procedure: A solution of (Z)-3-((3-fluorophenyl)ethynyl)-8-(methoxymethylene)-7,8,9,10-tetrahydroazepino[2,1-b]quinazolin-12(6H)-one (0.1 g, 0.8 mmol, 1 equiv) and 4N HCl (4 mL) in THF (20 mL) was heated at reflux for 4 h. After it was cooled to rt, the reaction mixture was quenched with Na2CO3 aqueous and extracted with ethyl acetate (3×50 mL). The combined organic layers were dried over Na2SO4. After filtration and concentration, the residue was purified by silica gel chromatography to give the desired p... The reactants are CC[SiH](CC)CC, CC(=O)c1ccc(F)c(Cl)c1, O=C(O)C(F)(F)F. Yields the product CCc1ccc(F)c(Cl)c1. As a reaction SMILES: [CH2:12]([SiH:13]([CH2:14][CH3:15])[CH2:16][CH3:17])[CH3:18].[Cl:1][c:2]1[cH:3][c:4]([C:9]([CH3:10])=[O:11])[cH:5][cH:6][c:7]1[F:8].[F:19][C:20]([F:21])([F:22])[C:23]([OH:24])=[O:25]>>[Cl:1][c:2]1[cH:3][c:4]([CH2:9][CH3:10])[cH:5][cH:6][c:7]1[F:8].